Dataset: the Open Reaction Database (ORD), a public repository of structured organic reaction records. Task: describe an organic reaction: reactants, conditions, products, and yield The reactants are ClC1=CC=C(C=N1)C(=O)NC1=C(C=CC(=C1)NC(=O)C1=CC(=NC=C1)N1CCOCC1)Cl (6-chloro-N-[2-chloro-5-(2-morpholinopyrid-4-ylcarbonylamino)phenyl]pyridine-3-carboxamide), CN(CCCCN)C (4-dimethylaminobutylamine). The product is ClC1=C(C=C(C=C1)NC(=O)C1=CC(=NC=C1)N1CCOCC1)NC(=O)C=1C=NC(=CC1)NCCCCN(C)C (N-[2-chloro-5-(2-morpholinopyrid-4-ylcarbonylamino)phenyl]-6-(4-dimethylaminobutylamino)pyridine-3-carboxamide). The yield is 61.0%. As a reaction SMILES: Cl[C:2]1[N:7]=[CH:6][C:5]([C:8]([NH:10][C:11]2[CH:16]=[C:15]([NH:17][C:18]([C:20]3[CH:25]=[CH:24][N:23]=[C:22]([N:26]4[CH2:31][CH2:30][O:29][CH2:28][CH2:27]4)[CH:21]=3)=[O:19])[CH:14]=[CH:13][C:12]=2[Cl:32])=[O:9])=[CH:4][CH:3]=1.[CH3:33][N:34]([CH3:40])[CH2:35][CH2:36][CH2:37][CH2:38][NH2:39]>>[Cl:32][C:12]1[CH:13]=[CH:14][C:15]([NH:17][C:18]([C:20]2[CH:25]=[CH:24][N:23]=[C:22]([N:26]3[CH2:27][CH2:28][O:29][CH2:30][CH2:31]3)[CH:21]=2)=[O:19])=[CH:16][C:11]=1[NH:10][C:8]([C:5]1[CH:6]=[N:7][C:2]([NH:39][CH2:38][CH2:37][CH2:36][CH2:35][N:34]([CH3:40])[CH3:33])=[CH:3][CH:4]=1)=[O:9]. Procedure details: Using an analogous procedure to that described in Example 21, 6-chloro-N-[2-chloro-5-(2-morpholinopyrid-4-ylcarbonylamino)phenyl]pyridine-3-carboxamide was reacted with 4-dimethylaminobutylamine to give the title compound in 61% yield; NMR Spectrum: (DMSOd6) 1.49 (m, 4H), 2.09 (s, 6H), 2.19 (t, 2H), 3.51 (m, 4H), 3.71 (m, 4H), 6.49 (d, 1H), 7.1 (d, 1H), 7.23 (m, 2H), 7.5 (d, 1H), 7.68 (d, 1H), 7.89 (d, 1H), 8.06 (s, 1H), 8.27 (d, 1H), 8.64 (s, 1H), 9.64 (s, 1H), 10.44 (s, 1H); Mass Spectrum: M+H... The reactants are COC(=N)N1CCC(c2n[nH]c3ccccc23)CC1, CC(=O)O, O. The product is c1ccc2c(C3CCNCC3)n[nH]c2c1. RXN SMILES: [CH3:1][O:2][C:3](=[NH:4])[N:5]1[CH2:6][CH2:7][CH:8]([c:11]2[n:12][nH:13][c:14]3[cH:15][cH:16][cH:17][cH:18][c:19]23)[CH2:9][CH2:10]1.[CH3:20][C:21](=[O:22])[OH:23].[OH2:24]>>[NH:5]1[CH2:6][CH2:7][CH:8]([c:11]2[n:12][nH:13][c:14]3[cH:15][cH:16][cH:17][cH:18][c:19]23)[CH2:9][CH2:10]1. Procedure details: To a rapidly stirred solution of 5-amino-3-cyano-1-(2,6-dichloro-4-trifluoromethylphenyl)-4-iodopyrazole (0.335 g) in toluene (2 ml) containing tetrakis(triphenylphosphine)palladium(0) (0.03 g) was added saturated aqueous sodium hydrogen carbonate solution (1 ml) and a solution of 3,4-dimethoxyphenylboronic acid (0.273 g) in ethanol (1 ml). The mixture was heated under reflux for 5 hours, cooled and then poured into ether (25 ml) and water (25 ml). The organic layer was separated, washed with wa... As a reaction SMILES: [NH2:1][C:2]1[N:6]([C:7]2[C:12]([Cl:13])=[CH:11][C:10]([C:14]([F:17])([F:16])[F:15])=[CH:9][C:8]=2[Cl:18])[N:5]=[C:4]([C:19]#[N:20])[C:3]=1I.C(=O)([O-])O.[Na+].[CH3:27][O:28][C:29]1[CH:30]=[C:31](B(O)O)[CH:32]=[CH:33][C:34]=1[O:35][CH3:36].CCOCC>C1(C)C=CC=CC=1.C(O)C.C1C=CC([P]([Pd]([P](C2C=CC=CC=2)(C2C=CC=CC=2)C2C=CC=CC=2)([P](C2C=CC=CC=2)(C2C=CC=CC=2)C2C=CC=CC=2)[P](C2C=CC=CC=2)(C2C=CC=CC=2)C2C=CC=CC=2)(C2C=CC=CC=2)C2C=CC=CC=2)=CC=1.O>[NH2:1][C:2]1[N:6]([C:7]2[C:12]([Cl:13])=[CH:11][C:10]([C:14]([F:17])([F:16])[F:15])=[CH:9][C:8]=2[Cl:18])[N:5]=[C:4]([C:19]#[N:20])[C:3]=1[C:32]1[CH:31]=[CH:30][C:29]([O:28][CH3:27])=[C:34]([O:35][CH3:36])[CH:33]=1 |f:1.2,^1:58,60,79,98|. Yields the product NC1=C(C(=NN1C1=C(C=C(C=C1Cl)C(F)(F)F)Cl)C#N)C1=CC(=C(C=C1)OC)OC (5-Amino-3-cyano-1-(2,6-dichloro-4-trifluoromethylphenyl)-4-(3,4-dimethoxyphenyl)pyrazole). The reactants are CCOCC (ether), NC1=C(C(=NN1C1=C(C=C(C=C1Cl)C(F)(F)F)Cl)C#N)I (5-amino-3-cyano-1-(2,6-dichloro-4-trifluoromethylphenyl)-4-iodopyrazole), C(O)([O-])=O.[Na+] (sodium hydrogen carbonate), COC=1C=C(C=CC1OC)B(O)O (3,4-dimethoxyphenylboronic acid). The solvent is O (water), C1(=CC=CC=C1)C (toluene), C(C)O (ethanol). The reagents and catalysts are C=1C=CC(=CC1)[P](C=2C=CC=CC2)(C=3C=CC=CC3)[Pd]([P](C=4C=CC=CC4)(C=5C=CC=CC5)C=6C=CC=CC6)([P](C=7C=CC=CC7)(C=8C=CC=CC8)C=9C=CC=CC9)[P](C=1C=CC=CC1)(C=1C=CC=CC1)C=1C=CC=CC1 (tetrakis(triphenylphosphine)palladium(0)). Reactants: C12(CCC(CC1)CC2)C(=O)Cl (Bicyclo[2.2.2]octane-1-carbonyl chloride), N[C@@H]1CN(CC1)CCC1=CC=C(C=C1)F ((S)-3-amino-1-(2-(4-fluorophenyl)ethyl)pyrrolidine). The product is FC1=CC=C(C=C1)CCN1C[C@H](CC1)NC(=O)C12CCC(CC1)CC2 ((S)-N-(1-(2-(4-fluorophenyl)ethyl)pyrrolidin-3-yl)-bicyclo[2.2.2]octane-1-carboxamide). RXN SMILES: [C:1]12([C:9](Cl)=[O:10])[CH2:8][CH2:7][CH:4]([CH2:5][CH2:6]1)[CH2:3][CH2:2]2.[NH2:12][C@H:13]1[CH2:17][CH2:16][N:15]([CH2:18][CH2:19][C:20]2[CH:25]=[CH:24][C:23]([F:26])=[CH:22][CH:21]=2)[CH2:14]1>>[F:26][C:23]1[CH:24]=[CH:25][C:20]([CH2:19][CH2:18][N:15]2[CH2:16][CH2:17][C@H:13]([NH:12][C:9]([C:1]34[CH2:8][CH2:7][CH:4]([CH2:5][CH2:6]3)[CH2:3][CH2:2]4)=[O:10])[CH2:14]2)=[CH:21][CH:22]=1. Reported procedure: Bicyclo[2.2.2]octane-1-carbonyl chloride and (S)-3-amino-1-(2-(4-fluorophenyl)ethyl)pyrrolidine were reacted under the same conditions as in Example 53 to give (S)-N-(1-(2-(4-fluorophenyl)ethyl)pyrrolidin-3-yl)-bicyclo[2.2.2]octane-1-carboxamide.